Task: describe an organic reaction: reactants, conditions, products, and yield. Dataset: the Open Reaction Database (ORD), a public repository of structured organic reaction records Reactants: CCOC(=O)c1ccc(OCc2c(-c3ccc(F)cc3)noc2CO)cn1, C1CCOC1, CO, Cl, [Li+], [OH-], O, O. Product: O=C(O)c1ccc(OCc2c(-c3ccc(F)cc3)noc2CO)cn1. As a reaction SMILES: [CH2:1]([CH3:2])[O:3][C:4](=[O:5])[c:6]1[n:7][cH:8][c:9]([O:12][CH2:13][c:14]2[c:15](-[c:21]3[cH:22][cH:23][c:24]([F:27])[cH:25][cH:26]3)[n:16][o:17][c:18]2[CH2:19][OH:20])[cH:10][cH:11]1.[CH2:32]1[O:33][CH2:34][CH2:35][CH2:36]1.[CH3:38][OH:39].[ClH:31].[Li+:30].[OH-:29].[OH2:28].[OH2:37]>>[O:3]=[C:4]([OH:5])[c:6]1[n:7][cH:8][c:9]([O:12][CH2:13][c:14]2[c:15](-[c:21]3[cH:22][cH:23][c:24]([F:27])[cH:25][cH:26]3)[n:16][o:17][c:18]2[CH2:19][OH:20])[cH:10][cH:11]1. Starting materials: B(Br)(Br)Br (boron tribromide), ice water, C(C)S(=O)(=O)CCC(=O)NNC(=O)N1C2=C(OC3=C(C1)C=CC=C3)C=CC(=C2)OC (8-methoxydibenz[b,f][1,4]oxazepine-10(11H)-carboxylic acid, 2-[3-(ethylsulfonyl)-1-oxopropyl]hydrazide). Run at time 3 hour. Yields the product C(C)S(=O)(=O)CCC(=O)NNC(=O)N1C2=C(OC3=C(C1)C=CC=C3)C=CC(=C2)O (8-hydroxydibenz[b,f][1,4]oxazepine-10(11H)-carboxylic acid, 2-[3-(ethylsulfonyl)-1-oxopropyl]hydrazide). As a reaction SMILES: B(Br)(Br)Br.[CH2:5]([S:7]([CH2:10][CH2:11][C:12]([NH:14][NH:15][C:16]([N:18]1[CH2:24][C:23]2[CH:25]=[CH:26][CH:27]=[CH:28][C:22]=2[O:21][C:20]2[CH:29]=[CH:30][C:31]([O:33]C)=[CH:32][C:19]1=2)=[O:17])=[O:13])(=[O:9])=[O:8])[CH3:6]>>[CH2:5]([S:7]([CH2:10][CH2:11][C:12]([NH:14][NH:15][C:16]([N:18]1[CH2:24][C:23]2[CH:25]=[CH:26][CH:27]=[CH:28][C:22]=2[O:21][C:20]2[CH:29]=[CH:30][C:31]([OH:33])=[CH:32][C:19]1=2)=[O:17])=[O:13])(=[O:9])=[O:8])[CH3:6]. Procedure details: To a stirred solution of boron tribromide (1.0M in methylene chloride, 7.2 mL) at 5° C. (ice water bath) was added under nitrogen the title compound of Example 16 (e) (1.0 g). The ice bath was removed, and the reaction was stirred at room temperature for 3 hours. The reaction was carefully quenched by the addition of 1NNaOH (10 mL), acidified by the addition of 1NHCl (15 mL), and evaporated under vacuum. The resulting solid was triturated with water, and the insoluble material was collected by f... The product is COC(=O)NC(CNC(N)=O)C(=O)O. The reactants are C1COCCO1, COC(=O)Cl, NC(=O)NCC(N)C(=O)O, [Na+], [OH-]. Reaction SMILES: [CH2:16]1[O:17][CH2:18][CH2:19][O:20][CH2:21]1.[Cl:11][C:12](=[O:13])[O:14][CH3:15].[NH2:1][CH:2]([C:3](=[O:4])[OH:5])[CH2:6][NH:7][C:8](=[O:9])[NH2:10].[Na+:23].[OH-:22]>>[NH:1]([CH:2]([C:3](=[O:4])[OH:5])[CH2:6][NH:7][C:8](=[O:9])[NH2:10])[C:12](=[O:13])[O:14][CH3:15]. The product is [Cl-], O=C(O)c1cc2ccccc2[nH]1. Reaction SMILES: [Cl:13].[Cl:23][C:24]([C:25]([Cl:26])=[O:27])=[O:28].[P:18]([Cl:19])([Cl:20])([Cl:21])=[O:22].[S:14]([Cl:15])([Cl:16])=[O:17].[nH:1]1[c:2]([C:10](=[O:11])[O-:12])[cH:3][c:4]2[cH:5][cH:6][cH:7][cH:8][c:9]12>>[Cl-:16].[nH:1]1[c:2]([C:10](=[O:11])[OH:12])[cH:3][c:4]2[cH:5][cH:6][cH:7][cH:8][c:9]12. The reactants are Cl, O=C(Cl)C(=O)Cl, O=P(Cl)(Cl)Cl, O=S(Cl)Cl, O=C([O-])c1cc2ccccc2[nH]1. Yields the product CN1CCCC1COc1cncc(-c2cc(CCCOc3ccccc3)no2)c1. Reactants: C1CCOC1, CN1CCCC1COc1cncc(-c2cc(CCCO)no2)c1, CCOC(=O)N=NC(=O)OCC, Oc1ccccc1, c1ccc(P(c2ccccc2)c2ccccc2)cc1. Reaction SMILES: [CH2:62]1[O:63][CH2:64][CH2:65][CH2:66]1.[CH3:1][N:2]1[CH:3]([CH2:7][O:8][c:9]2[cH:10][c:11](-[c:15]3[cH:16][c:17]([CH2:20][CH2:21][CH2:22][OH:23])[n:18][o:19]3)[cH:12][n:13][cH:14]2)[CH2:4][CH2:5][CH2:6]1.[O:50]=[C:51]([O:52][CH2:53][CH3:54])[N:55]=[N:56][C:57]([O:58][CH2:59][CH3:60])=[O:61].[OH:24][c:25]1[cH:26][cH:27][cH:28][cH:29][cH:30]1.[c:31]1([P:32]([c:33]2[cH:34][cH:35][cH:36][cH:37][cH:38]2)[c:39]2[cH:40][cH:41][cH:42][cH:43][cH:44]2)[cH:45][cH:46][cH:47][cH:48][cH:49]1>>[CH3:1][N:2]1[CH:3]([CH2:7][O:8][c:9]2[cH:10][c:11](-[c:15]3[cH:16][c:17]([CH2:20][CH2:21][CH2:22][O:23][c:25]4[cH:26][cH:27][cH:28][cH:29][cH:30]4)[n:18][o:19]3)[cH:12][n:13][cH:14]2)[CH2:4][CH2:5][CH2:6]1. Starting materials: COC(C(C)(C)C1=CC(=C(C=C1)NC(=O)N(C1CCCCC1)C=1N(N=C2C=CC=CC12)C1=CC=C(C=C1)Cl)F)=O (2-(4-{3-[2-(4-chloro-phenyl)-2H-indazol-3-yl]-3-cyclohexyl-ureido}-3-fluoro-phenyl)-2-methyl-propionic acid methyl ester), [OH-].[Li+] (lithium hydroxide). The solvent is C(C)(C)OC(=O)C.[Cl-].[Na+].O (iPrOAc brine). Product: ClC1=CC=C(C=C1)N1N=C2C=CC=CC2=C1N(C(NC1=C(C=C(C=C1)C(C(=O)O)(C)C)F)=O)C1CCCCC1 (2-(4-{3-[2-(4-Chloro-phenyl)-2H-indazol-3-yl]-3-cyclohexyl-ureido}-3-fluoro-phenyl)-2-methyl-propionic acid). RXN SMILES: C[O:2][C:3](=[O:40])[C:4]([C:7]1[CH:12]=[CH:11][C:10]([NH:13][C:14]([N:16]([C:23]2[N:24]([C:32]3[CH:37]=[CH:36][C:35]([Cl:38])=[CH:34][CH:33]=3)[N:25]=[C:26]3[C:31]=2[CH:30]=[CH:29][CH:28]=[CH:27]3)[CH:17]2[CH2:22][CH2:21][CH2:20][CH2:19][CH2:18]2)=[O:15])=[C:9]([F:39])[CH:8]=1)([CH3:6])[CH3:5].[OH-].[Li+]>C(OC(C)=O)(C)C.[Cl-].[Na+].O>[Cl:38][C:35]1[CH:36]=[CH:37][C:32]([N:24]2[C:23]([N:16]([CH:17]3[CH2:18][CH2:19][CH2:20][CH2:21][CH2:22]3)[C:14](=[O:15])[NH:13][C:10]3[CH:11]=[CH:12][C:7]([C:4]([CH3:6])([CH3:5])[C:3]([OH:40])=[O:2])=[CH:8][C:9]=3[F:39])=[C:31]3[C:26]([CH:27]=[CH:28][CH:29]=[CH:30]3)=[N:25]2)=[CH:33][CH:34]=1 |f:1.2,3.4.5.6|. Procedure: In analogy to the procedure described in example 2.2, 2-(4-{3-[2-(4-chloro-phenyl)-2H-indazol-3-yl]-3-cyclohexyl-ureido}-3-fluoro-phenyl)-2-methyl-propionic acid methyl ester was treated with 1 N aqueous lithium hydroxide solution in THF/MeOH 1/1 for 14 h at ambient temperature to give the title compound as yellow solid. MS: m/e=549.3 [M+H+]. The reactants are ClC=1N=C(C2=C(N1)N=C(S2)CN2C(C1=CC=CC=C1C2=O)=O)N2CCOCC2 (2-((5-Chloro-7-morpholinothiazolo[4,5-d]pyrimidin-2-yl)methyl)isoindoline-1,3-dione), NN.O (H2N—NH2.H2O). Run in CO (MeOH). Product: ClC=1N=C(C2=C(N1)N=C(S2)CN)N2CCOCC2 ((5-Chloro-7-morpholinothiazolo[4,5-d]pyrimidin-2-yl)methanamine). Reaction SMILES: [Cl:1][C:2]1[N:3]=[C:4]([N:23]2[CH2:28][CH2:27][O:26][CH2:25][CH2:24]2)[C:5]2[S:10][C:9]([CH2:11][N:12]3C(=O)C4C(=CC=CC=4)C3=O)=[N:8][C:6]=2[N:7]=1.NN.O>CO>[Cl:1][C:2]1[N:3]=[C:4]([N:23]2[CH2:28][CH2:27][O:26][CH2:25][CH2:24]2)[C:5]2[S:10][C:9]([CH2:11][NH2:12])=[N:8][C:6]=2[N:7]=1 |f:1.2|. Reported procedure: To a solution of 2-((5-chloro-7-morpholinothiazolo[4,5-d]pyrimidin-2-yl)methyl)isoindoline-1,3-dione 58 (100 mg, 0.24 mmol) in MeOH (7 mL) was added H2N—NH2.H2O. The reaction was heated at reflux for 1 h. After cooling to room temperature the reaction was quenched with water (10 mL) and extracted with EtOAc. The combined organics were dried over Na2SO4 and concentrated in vacuo to afford (5-chloro-7-morpholinothiazolo[4,5-d]pyrimidin-2-yl)methanamine 59.